This data is from the Open Reaction Database (ORD), a public repository of structured organic reaction records. The task is: describe an organic reaction: reactants, conditions, products, and yield The reactants are [BH4-], CC(C)(C)OC(=O)N1C(CC2CCCCC2)C(C(=O)c2ccccc2)OC1(C)C, CC(=O)O, CO, [Na+]. The product is CC(C)(C)OC(=O)N1C(CC2CCCCC2)C(C(O)c2ccccc2)OC1(C)C. Reaction SMILES: [BH4-:30].[C:1]([c:2]1[cH:3][cH:4][cH:5][cH:6][cH:7]1)(=[O:8])[CH:9]1[CH:10]([CH2:23][CH:24]2[CH2:25][CH2:26][CH2:27][CH2:28][CH2:29]2)[N:11]([C:16](=[O:17])[O:18][C:19]([CH3:20])([CH3:21])[CH3:22])[C:12]([CH3:14])([CH3:15])[O:13]1.[CH3:32][C:33](=[O:34])[OH:35].[CH3:36][OH:37].[Na+:31]>>[CH:1]([c:2]1[cH:3][cH:4][cH:5][cH:6][cH:7]1)([OH:8])[CH:9]1[CH:10]([CH2:23][CH:24]2[CH2:25][CH2:26][CH2:27][CH2:28][CH2:29]2)[N:11]([C:16](=[O:17])[O:18][C:19]([CH3:20])([CH3:21])[CH3:22])[C:12]([CH3:14])([CH3:15])[O:13]1.